Dataset: the Open Reaction Database (ORD), a public repository of structured organic reaction records. Task: describe an organic reaction: reactants, conditions, products, and yield Starting materials: C(C)(C)(C)OC(=O)N1CC2C(N(C=3C(=CC(=CC23)NC2=NC=CC=C2)C(F)(F)F)C)CC1 (5-methyl-8-(pyridinylamino)-6-trifluoromethyl-1,3,4,4a,5,9b-hexahydro-pyrido[4,3-b]indole-2-carboxylic acid tert-butyl ester), CC(C)(C)[O-].[Na+] (NaOt-Bu), C(C)(C)(C)OC(=O)N1C[C@@H]2[C@@H](N(C=3C(=CC(=CC23)Br)C#N)C)CC1 ((4aS,9bR)-8-bromo-6-cyano-5-methyl-1,3,4,4a,5,9b-hexahydro-pyrido[4,3-b]indole-2-carboxylic acid tert-butyl ester), ClC1=CC=C(C=N1)N (6-chloro-pyridin-3-ylamine). The product is ClC1=CC=C(C=N1)NC=1C=C2[C@H]3[C@@H](N(C2=C(C1)C#N)C)CCNC3 ((4aS,9bR)-8-(6-chloro-pyridin-3-ylamino)-5-methyl-2,3,4,4a,5,9b-hexahydro-1H-pyrido[4,3-b]indole-6-carbonitrile). Reaction SMILES: C(OC(N1CCC2N(C)C3C(C(F)(F)F)=CC(NC4C=CC=CN=4)=CC=3C2C1)=O)(C)(C)C.C(OC([N:40]1[CH2:56][CH2:55][C@@H:43]2[N:44]([CH3:54])[C:45]3[C:46]([C:52]#[N:53])=[CH:47][C:48](Br)=[CH:49][C:50]=3[C@@H:42]2[CH2:41]1)=O)(C)(C)C.[Cl:57][C:58]1[N:63]=[CH:62][C:61]([NH2:64])=[CH:60][CH:59]=1.CC([O-])(C)C.[Na+]>>[Cl:57][C:58]1[N:63]=[CH:62][C:61]([NH:64][C:48]2[CH:49]=[C:50]3[C:45](=[C:46]([C:52]#[N:53])[CH:47]=2)[N:44]([CH3:54])[C@H:43]2[CH2:55][CH2:56][NH:40][CH2:41][C@@H:42]32)=[CH:60][CH:59]=1 |f:3.4|. Procedure: The title compound was prepared by following the general method for (5-methyl-6-trifluoromethyl-2,3,4,4a,5,9b-hexahydro-1H-pyrido[4,3-b]indol-8-yl)-pyridin-3-yl-amine (Method A) as an oil (20 mg, 12%) from (4aS,9bR)-8-bromo-6-cyano-5-methyl-1,3,4,4a,5,9b-hexahydro-pyrido[4,3-b]indole-2-carboxylic acid tert-butyl ester (Example 158, 196 mg, 0.5 mmol), 6-chloro-pyridin-3-ylamine(186 mg, 1.5 mmol) and NaOt-Bu (144 mg, 1.5 mmol). MS (ESI): 340 (base, M+H). Starting materials: [BH4-], CC(C)C(=O)c1cc2cc(Cl)ccc2n1Cc1ccccc1, CO, [Na+], O. Yields the product CC(C)C(O)c1cc2cc(Cl)ccc2n1Cc1ccccc1. RXN SMILES: [BH4-:23].[CH2:1]([c:2]1[cH:3][cH:4][cH:5][cH:6][cH:7]1)[n:8]1[c:9]([C:18]([CH:19]([CH3:20])[CH3:21])=[O:22])[cH:10][c:11]2[cH:12][c:13]([Cl:17])[cH:14][cH:15][c:16]12.[CH3:26][OH:27].[Na+:24].[OH2:25]>>[CH2:1]([c:2]1[cH:3][cH:4][cH:5][cH:6][cH:7]1)[n:8]1[c:9]([CH:18]([CH:19]([CH3:20])[CH3:21])[OH:22])[cH:10][c:11]2[cH:12][c:13]([Cl:17])[cH:14][cH:15][c:16]12.